Dataset: the Open Reaction Database (ORD), a public repository of structured organic reaction records. Task: describe an organic reaction: reactants, conditions, products, and yield Starting materials: CCCCCOc1ccc(CO)cc1, C1CCOC1, CCOC(=O)N=NC(=O)OCC, O=C1c2ccccc2C(=O)N1O, c1ccc(P(c2ccccc2)c2ccccc2)cc1. Product: CCCCCOc1ccc(CON2C(=O)c3ccccc3C2=O)cc1. Reaction SMILES: [CH2:13]([CH2:14][CH2:15][CH2:16][CH3:17])[O:18][c:19]1[cH:20][cH:21][c:22]([CH2:23][OH:24])[cH:25][cH:26]1.[CH2:58]1[O:59][CH2:60][CH2:61][CH2:62]1.[O:46]=[C:47]([O:48][CH2:49][CH3:50])[N:51]=[N:52][C:53]([O:54][CH2:55][CH3:56])=[O:57].[OH:1][N:2]1[C:3](=[O:12])[c:4]2[c:5]([cH:8][cH:9][cH:10][cH:11]2)[C:6]1=[O:7].[c:27]1([P:28]([c:29]2[cH:30][cH:31][cH:32][cH:33][cH:34]2)[c:35]2[cH:36][cH:37][cH:38][cH:39][cH:40]2)[cH:41][cH:42][cH:43][cH:44][cH:45]1>>[O:1]([N:2]1[C:3](=[O:12])[c:4]2[c:5]([cH:8][cH:9][cH:10][cH:11]2)[C:6]1=[O:7])[CH2:23][c:22]1[cH:21][cH:20][c:19]([O:18][CH2:13][CH2:14][CH2:15][CH2:16][CH3:17])[cH:26][cH:25]1. Reactants: CCOC(=O)C=Cc1ccc(Oc2c(-c3ccsc3)c(C)cc3cc(OC)ccc23)cc1, C1CCOC1, CCO, [Na+], [OH-]. Product: COc1ccc2c(Oc3ccc(C=CC(=O)O)cc3)c(-c3ccsc3)c(C)cc2c1. RXN SMILES: [CH2:1]([CH3:2])[O:3][C:4]([CH:5]=[CH:6][c:7]1[cH:8][cH:9][c:10]([O:13][c:14]2[c:15](-[c:27]3[cH:28][s:29][cH:30][cH:31]3)[c:16]([CH3:26])[cH:17][c:18]3[cH:19][c:20]([O:24][CH3:25])[cH:21][cH:22][c:23]23)[cH:11][cH:12]1)=[O:32].[CH2:38]1[O:39][CH2:40][CH2:41][CH2:42]1.[CH3:35][CH2:36][OH:37].[Na+:34].[OH-:33]>>[O:3]=[C:4]([CH:5]=[CH:6][c:7]1[cH:8][cH:9][c:10]([O:13][c:14]2[c:15](-[c:27]3[cH:28][s:29][cH:30][cH:31]3)[c:16]([CH3:26])[cH:17][c:18]3[cH:19][c:20]([O:24][CH3:25])[cH:21][cH:22][c:23]23)[cH:11][cH:12]1)[OH:32]. Starting materials: FC(S(=O)(=O)OC1=C(C(=C(C=C1C(C)=O)Cl)C)C#N)(F)F (6-acetyl-4-chloro-2-cyano-3-methylphenyl trifluoromethanesulfonate), FC=1C=C(C=CC1)B(O)O ((3-fluorophenyl)boronic acid), O (water), N#N (N2). The reagents and catalysts are C=1C=CC(=CC1)[P](C=2C=CC=CC2)(C=3C=CC=CC3)[Pd]([P](C=4C=CC=CC4)(C=5C=CC=CC5)C=6C=CC=CC6)([P](C=7C=CC=CC7)(C=8C=CC=CC8)C=9C=CC=CC9)[P](C=1C=CC=CC1)(C=1C=CC=CC1)C=1C=CC=CC1 (Tetrakis(triphenylphosphine)palladium(0)). The solvent is C1(=CC=CC=C1)C (toluene), [Na] (sodium). Run at temperature 80 celsius. Yields the product C(C)(=O)C=1C=C(C(=C(C1C1=CC(=CC=C1)F)C#N)C)Cl (6-Acetyl-4-chloro-3′-fluoro-3-methylbiphenyl-2-carbonitrile). Isolated yield 98.5%. Reaction SMILES: FC(F)(F)S(O[C:7]1[C:12]([C:13](=[O:15])[CH3:14])=[CH:11][C:10]([Cl:16])=[C:9]([CH3:17])[C:8]=1[C:18]#[N:19])(=O)=O.[F:22][C:23]1[CH:24]=[C:25](B(O)O)[CH:26]=[CH:27][CH:28]=1.O.N#N>C1(C)C=CC=CC=1.[Na].C1C=CC([P]([Pd]([P](C2C=CC=CC=2)(C2C=CC=CC=2)C2C=CC=CC=2)([P](C2C=CC=CC=2)(C2C=CC=CC=2)C2C=CC=CC=2)[P](C2C=CC=CC=2)(C2C=CC=CC=2)C2C=CC=CC=2)(C2C=CC=CC=2)C2C=CC=CC=2)=CC=1>[C:13]([C:12]1[CH:11]=[C:10]([Cl:16])[C:9]([CH3:17])=[C:8]([C:18]#[N:19])[C:7]=1[C:27]1[CH:26]=[CH:25][CH:24]=[C:23]([F:22])[CH:28]=1)(=[O:15])[CH3:14] |^1:41,46,48,67,86|. Reported procedure: A biphasic solution of 6-acetyl-4-chloro-2-cyano-3-methylphenyl trifluoromethanesulfonate (2.537 g, 7.425 mmol) and (3-fluorophenyl)boronic acid (1.56 g, 11.1 mmol) in toluene (70 mL) and 0.8 M sodium hydrogenecarbonate in water (70 mL, 50 mmol) was bubbled with N2 to degas. Tetrakis(triphenylphosphine)palladium(0) (0.429 g, 0.371 mmol) was added. The mixture was degassed with N2 for an additional 5 minutes and then heated at 80° C. for 2 hours. After cooling to room temperature, the mixture was... The reactants are CCOC(=O)c1nc(N2CCC(COS(C)(=O)=O)CC2)n(S(C)(=O)=O)c(=O)c1OCc1ccccc1, CCO, [K+], [K+], O=C([O-])[O-], O. The product is CCOC(=O)c1nc2n(c(=O)c1OCc1ccccc1)CC1CCN2CC1. As a reaction SMILES: [CH2:1]([c:2]1[cH:3][cH:4][cH:5][cH:6][cH:7]1)[O:8][c:9]1[c:10]([C:32](=[O:33])[O:34][CH2:35][CH3:36])[n:11][c:12]([N:20]2[CH2:21][CH2:22][CH:23]([CH2:26][O:27][S:28]([CH3:29])(=[O:30])=[O:31])[CH2:24][CH2:25]2)[n:13]([S:16]([CH3:17])(=[O:18])=[O:19])[c:14]1=[O:15].[CH3:44][CH2:45][OH:46].[K+:37].[K+:38].[O-:39][C:40]([O-:41])=[O:42].[OH2:43]>>[CH2:1]([c:2]1[cH:3][cH:4][cH:5][cH:6][cH:7]1)[O:8][c:9]1[c:10]([C:32](=[O:33])[O:34][CH2:35][CH3:36])[n:11][c:12]2[n:13]([c:14]1=[O:15])[CH2:26][CH:23]1[CH2:22][CH2:21][N:20]2[CH2:25][CH2:24]1. Reactants: FC1=CC=C(C=C1)S(=O)(=O)CCCCCN1C(=NC=2C=3N(C(=C(C21)C)C)N=NN3)CCC (7-[5-(4-fluorobenzenesulfonyl)pentyl]-5,6-dimethyl-8-propyl-7H-imidazo[4,5-c]tetrazolo[1,5-a]pyridine), FC(C(=O)O)(F)F (trifluoroacetic acid). The reagents and catalysts are [Pt](=O)=O (platinum (IV) oxide). Conditions: time 2 day. The product is FC1=CC=C(C=C1)S(=O)(=O)CCCCCN1C(=NC=2C(=NC(=C(C21)C)C)N)CCC (1-[5-(4-fluorobenzenesulfonyl)pentyl]-6,7-dimethyl-2-propyl-1H-imidazo[4,5-c]pyridin-4-amine). Isolated yield 37.5%. RXN SMILES: [F:1][C:2]1[CH:7]=[CH:6][C:5]([S:8]([CH2:11][CH2:12][CH2:13][CH2:14][CH2:15][N:16]2[C:24]3[C:23]([CH3:25])=[C:22]([CH3:26])[N:21]4N=N[N:29]=[C:20]4[C:19]=3[N:18]=[C:17]2[CH2:30][CH2:31][CH3:32])(=[O:10])=[O:9])=[CH:4][CH:3]=1.FC(F)(F)C(O)=O>[Pt](=O)=O>[F:1][C:2]1[CH:3]=[CH:4][C:5]([S:8]([CH2:11][CH2:12][CH2:13][CH2:14][CH2:15][N:16]2[C:24]3[C:23]([CH3:25])=[C:22]([CH3:26])[N:21]=[C:20]([NH2:29])[C:19]=3[N:18]=[C:17]2[CH2:30][CH2:31][CH3:32])(=[O:10])=[O:9])=[CH:6][CH:7]=1. Reported procedure: A mixture of 7-[5-(4-fluorobenzenesulfonyl)pentyl]-5,6-dimethyl-8-propyl-7H-imidazo[4,5-c]tetrazolo[1,5-a]pyridine (1.61 g, 3.51 mmol), trifluoroacetic acid (15 mL) and platinum (IV) oxide were added to a Parr vessel and agitated under hydrogen pressure (50 psi, 3.4×105 Pa) for two days. The reaction mixture was filtered through a layer of CELITE filter aid, and the filter cake was washed with methanol. The filtrate was concentrated under reduced pressure, and the black residue was stirred in co...